The task is: describe an organic reaction: reactants, conditions, products, and yield. This data is from the Open Reaction Database (ORD), a public repository of structured organic reaction records. Starting materials: C(#C)C=1C(=NC(=CC1C1=CC=C(C=C1)F)C1=CC=CC=C1)C(C)C (3-Ethynyl-4-(4-fluorophenyl)-2-(1-methylethyl)-6-phenylpyridine), II (I2), CCOC(=O)C (EtOAc), CC(C)(C#N)N=NC(C)(C)C#N (AIBN), CC(C)(C#N)N=NC(C)(C)C#N (AIBN), mixture 0.5, CCOC(=O)C (EtOAc). The solvent is CCCCCC (hexane), CCCC[SnH](CCCC)CCCC (Bu3SnH), C(CCC)[SnH](CCCC)CCCC (tri-n-butylstannyl hydride), CCCCCC (hexane), CCOCC (Et2O). Run at temperature 120 celsius, time 4 hour. Product: FC1=CC=C(C=C1)C1=C(C(=NC(=C1)C1=CC=CC=C1)C(C)C)\C=C\I ((E)-4-(4-Fluorophenyl)-3-(2-iodoethenyl)-2-(1-methylethyl)-6-phenylpyridine). Reaction SMILES: [C:1]([C:3]1[C:4]([CH:22]([CH3:24])[CH3:23])=[N:5][C:6]([C:16]2[CH:21]=[CH:20][CH:19]=[CH:18][CH:17]=2)=[CH:7][C:8]=1[C:9]1[CH:14]=[CH:13][C:12]([F:15])=[CH:11][CH:10]=1)#[CH:2].CC(N=NC(C#N)(C)C)(C#N)C.[I:37]I.CCOC(C)=O>C([SnH](CCCC)CCCC)CCC.CCOCC.CCCCCC>[F:15][C:12]1[CH:13]=[CH:14][C:9]([C:8]2[CH:7]=[C:6]([C:16]3[CH:21]=[CH:20][CH:19]=[CH:18][CH:17]=3)[N:5]=[C:4]([CH:22]([CH3:24])[CH3:23])[C:3]=2/[CH:1]=[CH:2]/[I:37])=[CH:10][CH:11]=1. Procedure: A mixture of 3-Ethynyl-4-(4-fluorophenyl)-2-(1-methylethyl)-6-phenylpyridine (1.500 gm, 4.76 mmol) (The preparation of which is described in example 4) and 14 mg of AIBN in tri-n-butylstannyl hydride (Bu3SnH) (1.90 ml) was rapidly heated to 120° C. After 4 minutes of heating, the mixture was treated with additional Bu3SnH (0.4 ml) and the temperature of the reaction was raised to 130° C. Approximately 14 mg of AIBN was added to the reaction mixture 0.5, 1.5 and 2.5 hours after heating was initia... Starting materials: carboxy, C(C)(=O)O.C(C)(=O)O.C(C)(=O)O.C(C)(=O)O.O[C@H]1[C@H](O)[C@@H](O)[C@@H](O)[C@H](O1)CO (β-D-galactopyranoside tetraacetate), hydroxyl, C(C)(=O)O[C@H]1[C@H](O[C@@H]([C@@H]([C@@H]1OC(C)=O)OC(C)=O)COC(C)=O)Br (tetra-O-acetyl-α-D-galactopyranosyl bromide), C(C)(=O)O[C@H]1[C@@H](O[C@@H]([C@@H]([C@@H]1OC(C)=O)OC(C)=O)COC(C)=O)OC1=CC=C2C(=CC(OC2=C1)=O)CC(=O)[O-] (7-(2,3,4,6-tetra-O-acetyl-β-D-galactopyranosyloxy)coumarin-4-acetate), compound 2, OC1=CC=C2C(=CC(OC2=C1)=O)CC(=O)O (7-Hydroxycoumarin-4-acetic acid), methyl ester, C1(=CC=CC=C1)[O-] (phenolate). The solvent is Carbohydrate. The product is [C@@H]1([C@H](O)[C@@H](O)[C@@H](O)[C@H](O1)CO)OC1=CC=C2C(=CC(OC2=C1)=O)CC(=O)O (7-β-D-galactopyranosyloxycoumarin-4-acetic acid). Reaction SMILES: [OH:1][C:2]1[CH:11]=[C:10]2[C:5]([C:6]([CH2:13][C:14]([OH:16])=[O:15])=[CH:7][C:8](=[O:12])[O:9]2)=[CH:4][CH:3]=1.[C:17]([OH:20])(=O)[CH3:18].C(O)(=O)C.C(O)(=O)C.C(O)(=O)C.[OH:33][C@@H:34]1O[C@H](CO)[C@H:39]([OH:40])[C@H:37]([OH:38])[C@H:35]1[OH:36].C1([O-])C=CC=CC=1.C(O[C@@H]1[C@@H](OC(=O)C)[C@@H](OC(=O)C)[C@@H](COC(=O)C)O[C@@H]1Br)(=O)C.C(O[C@@H]1[C@@H](OC(=O)C)[C@@H](OC(=O)C)[C@@H](COC(=O)C)O[C@H]1OC1C=C2C(C(CC([O-])=O)=CC(=O)O2)=CC=1)(=O)C>>[C@@H:34]1([O:1][C:2]2[CH:11]=[C:10]3[C:5]([C:6]([CH2:13][C:14]([OH:16])=[O:15])=[CH:7][C:8](=[O:12])[O:9]3)=[CH:4][CH:3]=2)[O:33][C@H:18]([CH2:17][OH:20])[C@H:39]([OH:40])[C@H:37]([OH:38])[C@H:35]1[OH:36] |f:1.2.3.4.5|. Procedure details: In accordance with exemplary Scheme 1, the carboxy function of 7-Hydroxycoumarin-4-acetic acid 1 (available from Aldrich Chemical Co., Milwaukee, Wis.) is protected by, for example, conversion to the methyl ester 2 via the Fischer Spier reaction using a procedure described by Baker, W., Haksar, C. N., McOmie, J. F. W., J. Chem. Soc. 170-173 (1950). An enzyme cleavable group can then be added to the remaining hydroxyl function at the 7 position. For example, β-D-galactopyranoside tetraacetate 3 i... As a reaction SMILES: [C:23](=[O:24])([O-:25])[O-:26].[CH3:29][C:30](=[O:31])[CH3:32].[Cl:2][CH2:3][c:4]1[n:5][c:6]2[cH:7][cH:8][cH:9][cH:10][c:11]2[cH:12][cH:13]1.[ClH:1].[K+:27].[K+:28].[OH:14][c:15]1[cH:16][cH:17][c:18]([CH:19]=[O:20])[cH:21][cH:22]1>>[CH2:3]([c:4]1[n:5][c:6]2[cH:7][cH:8][cH:9][cH:10][c:11]2[cH:12][cH:13]1)[O:14][c:15]1[cH:16][cH:17][c:18]([CH:19]=[O:20])[cH:21][cH:22]1. The product is O=Cc1ccc(OCc2ccc3ccccc3n2)cc1. Starting materials: O=C([O-])[O-], CC(C)=O, ClCc1ccc2ccccc2n1, Cl, [K+], [K+], O=Cc1ccc(O)cc1. The reactants are O=C(O)c1cccc(Br)c1F, O=C([O-])[O-], COC(C)(C)C, CI, [K+], [K+], CN(C)C=O. Yields the product COC(=O)c1cccc(Br)c1F. RXN SMILES: [Br:1][c:2]1[c:3]([F:11])[c:4]([C:5](=[O:6])[OH:7])[cH:8][cH:9][cH:10]1.[C:12](=[O:13])([O-:14])[O-:15].[C:20]([O:21][CH3:22])([CH3:23])([CH3:24])[CH3:25].[I:18][CH3:19].[K+:16].[K+:17].[O:26]=[CH:27][N:28]([CH3:29])[CH3:30]>>[Br:1][c:2]1[c:3]([F:11])[c:4]([C:5](=[O:6])[O:7][CH3:12])[cH:8][cH:9][cH:10]1. Reactants: CCCC[Sn](=O)CCCC, O=C1C=CC(=O)O1. Product: CCCC[Sn+2]CCCC, O=C([O-])C=CC(=O)[O-]. Reaction SMILES: [CH2:1]([CH2:2][CH2:3][CH3:4])[Sn:5]([CH2:6][CH2:7][CH2:8][CH3:9])=[O:10].[O:11]=[C:12]1[O:13][C:14](=[O:15])[CH:16]=[CH:17]1>>[CH2:1]([CH2:2][CH2:3][CH3:4])[Sn+2:5][CH2:6][CH2:7][CH2:8][CH3:9].[O-:10][C:12](=[O:11])[CH:17]=[CH:16][C:14]([O-:13])=[O:15]. Starting materials: CC(CO)(CO)C (2,2-dimethyl-1,3-propanediol), C(=O)(O)C1=CC=C(C(=O)Cl)C=C1 (4-carboxybenzoyl chloride). Run in N1=CC=CC=C1 (pyridine). The product is CC(COC(=O)C1=CC=C(C(=O)O)C=C1)(COC(=O)C1=CC=C(C(=O)O)C=C1)C (4,4'-[(2,2-dimethyl-1,3-propanediyl)bis(oxycarbonyl)]bis(benzoic acid)). Isolated yield 80.4%. Reaction SMILES: [CH3:1][C:2]([CH3:7])([CH2:5][OH:6])[CH2:3][OH:4].[C:8]([C:11]1[CH:19]=[CH:18][C:14]([C:15](Cl)=[O:16])=[CH:13][CH:12]=1)([OH:10])=[O:9]>N1C=CC=CC=1>[CH3:1][C:2]([CH3:7])([CH2:5][O:6][C:15]([C:14]1[CH:18]=[CH:19][C:11]([C:8]([OH:10])=[O:9])=[CH:12][CH:13]=1)=[O:16])[CH2:3][O:4][C:15]([C:14]1[CH:18]=[CH:19][C:11]([C:8]([OH:10])=[O:9])=[CH:12][CH:13]=1)=[O:16]. Procedure details: A mechanically stirred mixture of 15.6 g (0.15 M) of 2,2-dimethyl-1,3-propanediol, 92.25 g (0.5 M) of 4-carboxybenzoyl chloride and 500 ml of pyridine was refluxed under a nitrogen atmosphere. The resulting mixture was concentrated to dryness under reduced pressure, dispersed in 500 ml of distilled water, and acidified to pH 1 with concentrated hydrochloric acid. The precipitate was filtered off, washed three times with distilled water, and dried overnight at 100° C in a vacuum oven. The product... Starting materials: NCCCCC(C(=O)O)O (6-amino-2-hydroxyhexanoic acid), Cl (hydrogen chloride), C(C)O (ethanol). Conditions: time 8 hour. The product is Cl.NCCCCC(C(=O)OCC)O (ethyl 6-amino-2-hydroxyhexanoate hydrochloride). As a reaction SMILES: [NH2:1][CH2:2][CH2:3][CH2:4][CH2:5][CH:6]([OH:10])[C:7]([OH:9])=[O:8].[ClH:11].[CH2:12](O)[CH3:13]>>[ClH:11].[NH2:1][CH2:2][CH2:3][CH2:4][CH2:5][CH:6]([OH:10])[C:7]([O:9][CH2:12][CH3:13])=[O:8] |f:3.4|. Reported procedure: A solution of 0.1 mole of 6-amino-2-hydroxyhexanoic acid in 150 ml of anhydrous ethanol is saturated with dry hydrogen chloride gas and is stirred overnight at room temperature. The reaction mixture is then concentrated in vacuo to give ethyl 6-amino-2-hydroxyhexanoate hydrochloride. Reactants: C(#N)C1=C(C=CC=C1)O (cyanophenol), C([O-])([O-])=O.[K+].[K+] (potassium carbonate), BrCCCCCCCC (bromooctane). Run in CC(CC)=O (2-butanone). Product: C(CCCCCCC)OC1=CC=C(C=C1)C#N (4-n-Octyloxycyanobenzene). RXN SMILES: [C:1]([C:3]1[CH:8]=[CH:7][CH:6]=[CH:5][C:4]=1O)#[N:2].[C:10](=[O:13])([O-])[O-].[K+].[K+].Br[CH2:17][CH2:18][CH2:19][CH2:20][CH2:21][CH2:22][CH2:23]C>CC(=O)CC>[CH2:10]([O:13][C:6]1[CH:7]=[CH:8][C:3]([C:1]#[N:2])=[CH:4][CH:5]=1)[CH2:17][CH2:18][CH2:19][CH2:20][CH2:21][CH2:22][CH3:23] |f:1.2.3|. Procedure: To a solution of cyanophenol (25 g) and potassium carbonate (58 g) in 2-butanone (320 ml) was added bromooctane (61 ml) at room temperature. The stirred mixture was heated under reflux for 48 hrs (i.e., until TLC revealed complete reaction). The mixture was filtered, after which the solvent and excess alkyl bromide were removed in vacuo to give a colorless liquid. Reactants: O (water), N1=CC(=CC=C1)C(=O)C1=C(C2=C(S1)C=C(C=C2)Br)C (6-bromo-3-methylbenzo[b]thien-2-yl pyrid-3-yl ketone), O.NN (hydrazine hydrate), [OH-].[K+] (Potassium hydroxide). The solvent is C(CO)O (ethylene glycol). The product is BrC=1C=CC2=C(SC(=C2C)CC=2C=NC=CC2)C1 (6-bromo-3-methyl-2-(3-pyridylmethyl)benzo[b]thiophene). Yield: 77.7%. Reaction SMILES: [N:1]1[CH:6]=[CH:5][CH:4]=[C:3]([C:7]([C:9]2[S:13][C:12]3[CH:14]=[C:15]([Br:18])[CH:16]=[CH:17][C:11]=3[C:10]=2[CH3:19])=O)[CH:2]=1.O.NN.[OH-].[K+].O>C(O)CO>[Br:18][C:15]1[CH:16]=[CH:17][C:11]2[C:10]([CH3:19])=[C:9]([CH2:7][C:3]3[CH:2]=[N:1][CH:6]=[CH:5][CH:4]=3)[S:13][C:12]=2[CH:14]=1 |f:1.2,3.4|. Procedure: A mixture of 6-bromo-3-methylbenzo[b]thien-2-yl pyrid-3-yl ketone (4.30 g) and hydrazine hydrate (2.60 g) in ethylene glycol (30 ml) was heated under reflux for 2 hours and then cooled. Potassium hydroxide (2.80 g) was added and the temperature was gradually raised to reflux. After heating under reflux for a further 3 hours the solution was cooled and poured into water. The mixture was extracted several times with ethyl acetate and the combined extracts were washed with water and dried (Na2SO4).... The reactants are O=C1CCC(=O)N1Br, Cc1cc2cccc([N+](=O)[O-])c2o1, ClCCl, COC(C)(C)CC(C)(C#N)N=NC(C)(C#N)CC(C)(C)OC. Yields the product O=[N+]([O-])c1cccc2cc(CBr)oc12. As a reaction SMILES: [Br:14][N:15]1[C:16](=[O:17])[CH2:18][CH2:19][C:20]1=[O:21].[CH3:1][c:2]1[cH:3][c:4]2[c:5]([o:6]1)[c:7]([N+:11](=[O:12])[O-:13])[cH:8][cH:9][cH:10]2.[Cl:44][CH2:45][Cl:46].[N:22]([C:23]([CH3:24])([CH2:25][C:26]([CH3:27])([O:28][CH3:29])[CH3:30])[C:31]#[N:32])=[N:33][C:34]([CH3:35])([CH2:36][C:37]([O:38][CH3:39])([CH3:40])[CH3:41])[C:42]#[N:43]>>[CH2:1]([c:2]1[cH:3][c:4]2[c:5]([o:6]1)[c:7]([N+:11](=[O:12])[O-:13])[cH:8][cH:9][cH:10]2)[Br:14].